Dataset: the Open Reaction Database (ORD), a public repository of structured organic reaction records. Task: describe an organic reaction: reactants, conditions, products, and yield Reactants: [B-](F)(F)(F)F.CCOC(=O)C(=NOC(=[N+](C)C)N(C)C)C#N (TOTU), BrC=1C=C(C=CC1)C(C(=O)O)CC1=CC=C(C=C1)C#N (2-(3-bromo-phenyl)-3-(4-cyano-phenyl)-propionic acid), C(C)(=O)O.C(C)(C)(C)OC(=O)N1CCC(CC1)CNC([C@H](C1CCCCC1)N)=O (4-[(2-(S)-amino-2-cyclohexyl-acetylamino)-methyl]-piperidine-1-carboxylic acid tert-butyl ester acetic acid salt), C(C)N1CCOCC1 (N-ethylmorpholine). Run in CN(C=O)C (dimethylformamide). Conditions: temperature 22 celsius, time 15 hour. The product is C(C)(C)(C)OC(=O)N1CCC(CC1)CNC([C@H](C1CCCCC1)NC(C(CC1=CC=C(C=C1)C#N)C1=CC(=CC=C1)Br)=O)=O (4-({2-[2-(3-Bromo-phenyl)-3-(4-cyano-phenyl)-propionylamino]-2-(S)-cyclohexyl-acetylamino}-methyl)piperidine-1-carboxylic acid tert-butyl ester). As a reaction SMILES: [B-](F)(F)(F)F.CCOC(C(C#N)=NOC(N(C)C)=[N+](C)C)=O.[Br:23][C:24]1[CH:25]=[C:26]([CH:30]([CH2:34][C:35]2[CH:40]=[CH:39][C:38]([C:41]#[N:42])=[CH:37][CH:36]=2)[C:31]([OH:33])=O)[CH:27]=[CH:28][CH:29]=1.C(O)(=O)C.[C:47]([O:51][C:52]([N:54]1[CH2:59][CH2:58][CH:57]([CH2:60][NH:61][C:62](=[O:71])[C@@H:63]([NH2:70])[CH:64]2[CH2:69][CH2:68][CH2:67][CH2:66][CH2:65]2)[CH2:56][CH2:55]1)=[O:53])([CH3:50])([CH3:49])[CH3:48].C(N1CCOCC1)C>CN(C)C=O>[C:47]([O:51][C:52]([N:54]1[CH2:59][CH2:58][CH:57]([CH2:60][NH:61][C:62](=[O:71])[C@@H:63]([NH:70][C:31](=[O:33])[CH:30]([C:26]2[CH:27]=[CH:28][CH:29]=[C:24]([Br:23])[CH:25]=2)[CH2:34][C:35]2[CH:40]=[CH:39][C:38]([C:41]#[N:42])=[CH:37][CH:36]=2)[CH:64]2[CH2:65][CH2:66][CH2:67][CH2:68][CH2:69]2)[CH2:56][CH2:55]1)=[O:53])([CH3:50])([CH3:48])[CH3:49] |f:0.1,3.4|. Reported procedure: At 4° C., TOTU (1.59 g, 4.84 mmol) was added to a solution of 2-(3-bromo-phenyl)-3-(4-cyano-phenyl)-propionic acid (1.6 g, 4.84 mmol), 4-[(2-(S)-amino-2-cyclohexyl-acetylamino)-methyl]-piperidine-1-carboxylic acid tert-butyl ester acetic acid salt (2.0 g, 4.84 mmol), and N-ethylmorpholine (1.2 ml, 9.68 mmol) in dimethylformamide (80 ml). The mixture was stirred at 22° C. for 15 hours, then evaporated in vacuo and stirred with sodium bicarbonate solution. The resulting precipitate was sucked off,... The reactants are BrC1=NC=CC=N1 (2-bromopyrimidine), C([O-])([O-])=O.[K+].[K+] (potassium carbonate), C(#N)C1=C(NC2=CC(=C(C=C12)F)CC)C1=CC=C(C=N1)S(=O)(=O)N[C@H](C(F)(F)F)C ((S)-6-(3-cyano-6-ethyl-5-fluoro-1H-indol-2-yl)-N-(1,1,1-trifluoropropan-2-yl)pyridine-3-sulfonamide). Reagents/catalysts: [Cu]I (copper (I) iodide). Run in CN(C)C=O (DMF). Conditions: temperature 110 celsius, time 70 hour. Yields the product C(#N)C1=C(N(C2=CC(=C(C=C12)F)CC)C1=NC=CC=N1)C1=CC=C(C=N1)S(=O)(=O)N[C@H](C(F)(F)F)C ((S)-6-(3-cyano-6-ethyl-5-fluoro-1-(pyrimidin-2-yl)-1H-indol-2-yl)-N-(1,1,1-trifluoropropan-2-yl)pyridine-3-sulfonamide). RXN SMILES: [C:1]([C:3]1[C:11]2[C:6](=[CH:7][C:8]([CH2:13][CH3:14])=[C:9]([F:12])[CH:10]=2)[NH:5][C:4]=1[C:15]1[N:20]=[CH:19][C:18]([S:21]([NH:24][C@@H:25]([CH3:30])[C:26]([F:29])([F:28])[F:27])(=[O:23])=[O:22])=[CH:17][CH:16]=1)#[N:2].Br[C:32]1[N:37]=[CH:36][CH:35]=[CH:34][N:33]=1.C(=O)([O-])[O-].[K+].[K+]>[Cu]I.CN(C=O)C>[C:1]([C:3]1[C:11]2[C:6](=[CH:7][C:8]([CH2:13][CH3:14])=[C:9]([F:12])[CH:10]=2)[N:5]([C:32]2[N:37]=[CH:36][CH:35]=[CH:34][N:33]=2)[C:4]=1[C:15]1[N:20]=[CH:19][C:18]([S:21]([NH:24][C@@H:25]([CH3:30])[C:26]([F:29])([F:27])[F:28])(=[O:22])=[O:23])=[CH:17][CH:16]=1)#[N:2] |f:2.3.4|. Procedure details: A mixture of (S)-6-(3-cyano-6-ethyl-5-fluoro-1H-indol-2-yl)-N-(1,1,1-trifluoropropan-2-yl)pyridine-3-sulfonamide (0.22 g, 0.5 mmol), prepared as above, 2-bromopyrimidine (0.167 g, 1.0 mmol), potassium carbonate (0.212 g, 1.5 mmol) and copper (I) iodide (20 mg, 0.1 mmol) were mixed with DMF (2.5 mL). The system was evacuated and replaced with an argon atmosphere. The reaction mixture was stirred at 110° C. for 70 hr, then cooled to 0° C., diluted with ethyl acetate and neutralized with 1N HCl. Th... As a reaction SMILES: [C:22](=[O:23])([O-:24])[O-:25].[CH2:39]([N+:40]([CH2:41][CH2:42][CH2:43][CH3:44])([CH2:45][CH2:46][CH2:47][CH3:48])[CH2:49][CH2:50][CH2:51][CH3:52])[CH2:53][CH2:54][CH3:55].[CH3:29][CH2:30][CH2:31][CH3:32].[CH3:33][C:34]([CH2:35][CH3:36])=[O:37].[CH:1]([CH3:2])([CH3:3])[O:4][c:5]1[c:6]([OH:21])[cH:7][c:8](-[c:11]2[cH:12][cH:13][c:14]([S:17](=[O:18])(=[O:19])[CH3:20])[cH:15][cH:16]2)[cH:9][cH:10]1.[I-:28].[I-:38].[K+:26].[K+:27]>>[CH:1]([CH3:2])([CH3:3])[O:4][c:5]1[c:6]([O:21][CH2:29][CH2:30][CH2:31][CH3:32])[cH:7][c:8](-[c:11]2[cH:12][cH:13][c:14]([S:17](=[O:18])(=[O:19])[CH3:20])[cH:15][cH:16]2)[cH:9][cH:10]1. Product: CCCCOc1cc(-c2ccc(S(C)(=O)=O)cc2)ccc1OC(C)C. Starting materials: O=C([O-])[O-], CCCC[N+](CCCC)(CCCC)CCCC, CCCC, CCC(C)=O, CC(C)Oc1ccc(-c2ccc(S(C)(=O)=O)cc2)cc1O, [I-], [I-], [K+], [K+]. Starting materials: NCC(=O)O (Gly), F (hydrogen fluoride), N[C@@H](CCCNC(N)=N)C(=O)O (Arg), peptide, N([C@@H](CC1=CC=CC=C1)C(=O)N[C@@H](CCCNC(N[N+](=O)[O-])=N)C(=O)NCC(=O)N[C@@H](CC1=CC=CC=C1)C(=O)N[C@@H](CC1=CC=CC=C1)C(=O)N)C(=O)OCC1=CC=CC=C1 (Z-Phe-Arg(NO2)-Gly-Phe-Phe-NH2), Amino acid, N[C@@H](CC1=CC=CC=C1)C(=O)O (Phe). The product is N[C@@H](CC1=CC=CC=C1)C(=O)N[C@@H](CCCNC(N)=N)C(=O)NCC(=O)N[C@@H](CC1=CC=CC=C1)C(=O)N[C@@H](CC1=CC=CC=C1)C(=O)N (Phe-Arg-Gly-Phe-Phe-NH2). As a reaction SMILES: F.[NH:2](C(OCC1C=CC=CC=1)=O)[C@H:3]([C:11]([NH:13][C@H:14]([C:25]([NH:27][CH2:28][C:29]([NH:31][C@H:32]([C:40]([NH:42][C@H:43]([C:51]([NH2:53])=[O:52])[CH2:44][C:45]1[CH:50]=[CH:49][CH:48]=[CH:47][CH:46]=1)=[O:41])[CH2:33][C:34]1[CH:39]=[CH:38][CH:37]=[CH:36][CH:35]=1)=[O:30])=[O:26])[CH2:15][CH2:16][CH2:17][NH:18][C:19](=[NH:24])[NH:20][N+]([O-])=O)=[O:12])[CH2:4][C:5]1[CH:10]=[CH:9][CH:8]=[CH:7][CH:6]=1.N[C@H](C(O)=O)CCCNC(=N)N.NCC(O)=O.N[C@H](C(O)=O)CC1C=CC=CC=1>>[NH2:2][C@H:3]([C:11]([NH:13][C@H:14]([C:25]([NH:27][CH2:28][C:29]([NH:31][C@H:32]([C:40]([NH:42][C@H:43]([C:51]([NH2:53])=[O:52])[CH2:44][C:45]1[CH:46]=[CH:47][CH:48]=[CH:49][CH:50]=1)=[O:41])[CH2:33][C:34]1[CH:35]=[CH:36][CH:37]=[CH:38][CH:39]=1)=[O:30])=[O:26])[CH2:15][CH2:16][CH2:17][NH:18][C:19](=[NH:20])[NH2:24])=[O:12])[CH2:4][C:5]1[CH:6]=[CH:7][CH:8]=[CH:9][CH:10]=1. Reported procedure: In 6-ml. of anhydrous hydrogen fluoride was dissolved 500 mg. of Z-Phe-Arg(NO2)-Gly-Phe-Phe-NH2 and the solution was stirred at -10° C for 40 minutes. The hydrogen fluoride was distilled off and the residue was dissolved in 10 ml. of water. The solution was passed through a column (0.9 × 15 cm) of Amberlite IRA-410(acetate-form) which was washed with water. The effluent was combined with the washings and the combined solution was lyophilized. The procedure yielded 402 mg. of the above-indicated ... Reactants: BrBr (bromine), NC1=C(C=C(C=C1)N1C(=NC(=C1)C)C)C (1-(4-amino-3-methylphenyl)-2,4-dimethylimidazole), C(C)(=O)[O-].[Na+] (sodium acetate). Run in C(C)(=O)O (acetic acid), C(C)(=O)O (acetic acid). Run at time 0.5 hour. Yields the product NC1=C(C=C(C=C1C)N1C(=NC(=C1)C)C)Br (1-(4-Amino-3-bromo-5-methylphenyl)-2,4-dimethylimidazole). RXN SMILES: [Br:1]Br.[NH2:3][C:4]1[CH:9]=[CH:8][C:7]([N:10]2[CH:14]=[C:13]([CH3:15])[N:12]=[C:11]2[CH3:16])=[CH:6][C:5]=1[CH3:17].C([O-])(=O)C.[Na+]>C(O)(=O)C>[NH2:3][C:4]1[C:5]([CH3:17])=[CH:6][C:7]([N:10]2[CH:14]=[C:13]([CH3:15])[N:12]=[C:11]2[CH3:16])=[CH:8][C:9]=1[Br:1] |f:2.3|. Reported procedure: A solution of bromine (5.6 cm3) in glacial acetic acid (50 cm3) was added dropwise over 0.5 hours to a stirred solution of 1-(4-amino-3-methylphenyl)-2,4-dimethylimidazole (20.3 g) and sodium acetate (9.02 g) in glacial acetic acid (200 cm3). After a further 0.5 hours, volatile material was removed in vacuo, and the residue was partitioned between chloroform (200 cm3) and 10% aqueous sodium hydroxide solution (to pH 10). The aqueous phase was further extracted with chloroform (2×100 cm3) and the... The reactants are CC(C)(C)OC(=O)COC(=O)c1ccc(O)cc1, CC(=O)O, [Li+], C1CCOC1, [OH-]. Product: O=C(O)COC(=O)c1ccc(O)cc1. As a reaction SMILES: [C:1]([CH3:2])([CH3:3])([CH3:4])[O:5][C:6](=[O:7])[CH2:8][O:9][C:10]([c:11]1[cH:12][cH:13][c:14]([OH:17])[cH:15][cH:16]1)=[O:18].[CH3:21][C:22](=[O:23])[OH:24].[Li+:19].[O:25]1[CH2:26][CH2:27][CH2:28][CH2:29]1.[OH-:20]>>[O:5]=[C:6]([OH:7])[CH2:8][O:9][C:10]([c:11]1[cH:12][cH:13][c:14]([OH:17])[cH:15][cH:16]1)=[O:18]. The reactants are O.[OH-].[Li+] (Lithium Hydroxide monohydrate), [OH-].[Li+] (Lithium Hydroxide), [OH-].[Li+] (Lithium Hydroxide), C1(=CC=CC=C1)CN1[C@H](COCC1)C(=O)OCC (Ethyl (3R)-4-(phenylmethyl)-3-morpholinecarboxylate), O.[OH-].[Li+] (Lithium Hydroxide monohydrate), Cl (HCl). The solvent is C1CCOC1.CCO.O (THF EtOH H2O). Run at temperature 50 celsius. Product: C1(=CC=CC=C1)CN1[C@H](COCC1)C(=O)O ((3R)-4-(phenylmethyl)-3-morpholinecarboxylic acid). Isolated yield 94.0%. Reaction SMILES: [C:1]1([CH2:7][N:8]2[CH2:13][CH2:12][O:11][CH2:10][C@@H:9]2[C:14]([O:16]CC)=[O:15])[CH:6]=[CH:5][CH:4]=[CH:3][CH:2]=1.O.[OH-].[Li+].[OH-].[Li+].Cl>C1COCC1.CCO.O>[C:1]1([CH2:7][N:8]2[CH2:13][CH2:12][O:11][CH2:10][C@@H:9]2[C:14]([OH:16])=[O:15])[CH:2]=[CH:3][CH:4]=[CH:5][CH:6]=1 |f:1.2.3,4.5,7.8.9|. Procedure details: Ethyl (3R)-4-(phenylmethyl)-3-morpholinecarboxylate (D46, 2.33 g, 9.36 mmol) was dissolved in a mixture of THF/EtOH/H2O (1:1:1 45 mL) before treating with Lithium Hydroxide monohydrate (0.432 g, 10.29 mmol) and heating at 50° C. overnight. Reaction not finished. Added more Lithium Hydroxide monohydrate (0.200 g, 4.76 mmol) and left heating for a further 24 hours. Added more Lithium Hydroxide (0.100 g, 2.38 mmol) and heated for a further 6 hours. Added more Lithium Hydroxide (0.100 g, 2.38 mmol) ... The reactants are C(CCCCC)C1=CC=C(S1)C(=O)O (5-hexylthiophene-2-carboxylic acid), S(=O)(Cl)Cl (thionyl chloride). Conditions: temperature 80 celsius, time 4 hour. Product: C(CCCCC)C1=CC=C(S1)C(=O)Cl (5-hexylthiophene-2 -carboxylic chloride). RXN SMILES: [CH2:1]([C:7]1[S:11][C:10]([C:12]([OH:14])=O)=[CH:9][CH:8]=1)[CH2:2][CH2:3][CH2:4][CH2:5][CH3:6].S(Cl)([Cl:17])=O>>[CH2:1]([C:7]1[S:11][C:10]([C:12]([Cl:17])=[O:14])=[CH:9][CH:8]=1)[CH2:2][CH2:3][CH2:4][CH2:5][CH3:6]. Procedure details: 10 ml of thionyl chloride was added to 1.0 g (4.72×10-3 ml) of 5-hexylthiophene-2-carboxylic acid, followed by stirring for 4 hours under heating at 80° C. and removal of excessive thionyl chloride by reduced-pressure distillation to obtain 5-hexylthiophene-2 -carboxylic chloride. Starting materials: solution, bis-(trimethylsilyl)-lithiumamide, C(CC(O)(C(=O)O)CC(=O)O)(=O)O (citric acid), O1C=NC=C1C(=O)OCC (ethyl oxazole-5-carboxylate), ClC1=CC(=C2C=NN(C2=C1)S(=O)(=O)C1=CC=CC=C1)I (6-chloro-4-iodo-1-(phenylsulfonyl)-1H-indazole), tetrakis triphenylphosphine palladium, [H-].C(C(C)C)[Al+]CC(C)C (diisobutylaluminum hydride), C1(=CC=CC=C1)C (toluene). The reagents and catalysts are [Cl-].[Zn+2].[Cl-] (Zinc chloride). Run in O1CCCC1 (tetrahydrofuran), O1CCCC1 (tetrahydrofuran), O (water), O1CCCC1 (tetrahydrofuran). Run at temperature -5 celsius, time 1 hour. Product: ClC1=CC(=C2C=NN(C2=C1)S(=O)(=O)C1=CC=CC=C1)C=1OC(=CN1)CO ((2-(6-chloro-1-(phenylsulfonyl)-1H-indazol-4-yl)oxazol-5-yl)methanol). RXN SMILES: [O:1]1[C:5]([C:6]([O:8]CC)=O)=[CH:4][N:3]=[CH:2]1.[Cl:11][C:12]1[CH:20]=[C:19]2[C:15]([CH:16]=[N:17][N:18]2[S:21]([C:24]2[CH:29]=[CH:28][CH:27]=[CH:26][CH:25]=2)(=[O:23])=[O:22])=[C:14](I)[CH:13]=1.[H-].C([Al+]CC(C)C)C(C)C.C1(C)C=CC=CC=1.C(O)(=O)CC(CC(O)=O)(C(O)=O)O>O1CCCC1.O.[Cl-].[Zn+2].[Cl-]>[Cl:11][C:12]1[CH:20]=[C:19]2[C:15]([CH:16]=[N:17][N:18]2[S:21]([C:24]2[CH:29]=[CH:28][CH:27]=[CH:26][CH:25]=2)(=[O:22])=[O:23])=[C:14]([C:2]2[O:1][C:5]([CH2:6][OH:8])=[CH:4][N:3]=2)[CH:13]=1 |f:2.3,8.9.10|. Reported procedure: Zinc chloride (3.6 eq, 1.17 wt, 52.7 g) in tetrahydrofuran (5 vols, 225 ml) is cooled to 0 to 5° C. A solution of the ethyl oxazole-5-carboxylate (1.1 eq, 0.37 wt, 18.1 g, corrected for 92 wt % assay) in tetrahydrofuran (5 vols, 225 ml) is added to the vessel. The suspension is cooled to −10° C. (+/−5° C.) under a nitrogen atmosphere and a 1M solution of bis-(trimethylsilyl)-lithiumamide in tetrahydrofuran (1.80 eq, 4.30 vols, 193 ml) is added over 15 minutes maintaining the temperature at −10° ...